This data is from the Open Reaction Database (ORD), a public repository of structured organic reaction records. The task is: describe an organic reaction: reactants, conditions, products, and yield Starting materials: FC1=C(C=C2C(NC(=NC2=C1)N1N=CC(=C1)C(=O)OCC)=O)C(C)C (ethyl 1-(7-fluoro-6-isopropyl-4-oxo-3,4-dihydroquinazolin-2-yl)-1H-pyrazole-4-carboxylate), CNC (dimethylamine). Product: CN(C1=NC(=NC2=CC(=C(C=C12)C(C)C)F)N1N=CC(=C1)C(=O)O)C (1-(4-(Dimethylamino)-7-fluoro-6-isopropylquinazolin-2-yl)-1H-pyrazole-4-carboxylic acid). As a reaction SMILES: [F:1][C:2]1[CH:11]=[C:10]2[C:5]([C:6](=O)[NH:7][C:8]([N:12]3[CH:16]=[C:15]([C:17]([O:19]CC)=[O:18])[CH:14]=[N:13]3)=[N:9]2)=[CH:4][C:3]=1[CH:23]([CH3:25])[CH3:24].[CH3:26][NH:27][CH3:28]>>[CH3:26][N:27]([CH3:28])[C:6]1[C:5]2[C:10](=[CH:11][C:2]([F:1])=[C:3]([CH:23]([CH3:25])[CH3:24])[CH:4]=2)[N:9]=[C:8]([N:12]2[CH:16]=[C:15]([C:17]([OH:19])=[O:18])[CH:14]=[N:13]2)[N:7]=1. Reported procedure: The above compound may be made analogous to Example 1 using ethyl 1-(7-fluoro-6-isopropyl-4-oxo-3,4-dihydroquinazolin-2-yl)-1H-pyrazole-4-carboxylate in step D and dimethylamine in step E. MS (ESI): predicted mass calcd. for C17H18FN5O2, 343.1 The reactants are CCCc1c(Cc2ccc(-c3ccccc3C#N)cc2)c(=O)n(C2CCC(O[Si](C)(C)C(C)(C)C)CC2)c2c(F)cnn12, CCCC[N+](CCCC)(CCCC)CCCC, CCOC(C)=O, [Cl-], [F-], [NH4+], C1CCOC1. Product: CCCc1c(Cc2ccc(-c3ccccc3C#N)cc2)c(=O)n(C2CCC(OCC(=O)OCC)CC2)c2c(F)cnn12. As a reaction SMILES: [C:1]([Si:2]([CH3:3])([CH3:4])[O:6][CH:7]1[CH2:8][CH2:9][CH:10]([n:13]2[c:14]3[n:15]([c:16]([CH2:35][CH2:36][CH3:37])[c:17]([CH2:20][c:21]4[cH:22][cH:23][c:24](-[c:27]5[c:28]([C:33]#[N:34])[cH:29][cH:30][cH:31][cH:32]5)[cH:25][cH:26]4)[c:18]2=[O:19])[n:38][cH:39][c:40]3[F:41])[CH2:11][CH2:12]1)([CH3:5])([CH3:42])[CH3:43].[CH3:45][CH2:46][CH2:47][CH2:48][N+:49]([CH2:50][CH2:51][CH2:52][CH3:53])([CH2:54][CH2:55][CH2:56][CH3:57])[CH2:58][CH2:59][CH2:60][CH3:61].[CH3:62][CH2:63][O:64][C:65]([CH3:66])=[O:67].[Cl-:68].[F-:44].[NH4+:69].[O:70]1[CH2:71][CH2:72][CH2:73][CH2:74]1>>[O:6]([CH:7]1[CH2:8][CH2:9][CH:10]([n:13]2[c:14]3[n:15]([c:16]([CH2:35][CH2:36][CH3:37])[c:17]([CH2:20][c:21]4[cH:22][cH:23][c:24](-[c:27]5[c:28]([C:33]#[N:34])[cH:29][cH:30][cH:31][cH:32]5)[cH:25][cH:26]4)[c:18]2=[O:19])[n:38][cH:39][c:40]3[F:41])[CH2:11][CH2:12]1)[CH2:66][C:65]([O:64][CH2:63][CH3:62])=[O:67].